Dataset: the Open Reaction Database (ORD), a public repository of structured organic reaction records. Task: describe an organic reaction: reactants, conditions, products, and yield Reactants: C(C)(C)(C)OC(N[C@@H](C=O)C)=O ((R)-(1-methyl-2-oxo-ethyl)-carbamic acid tert-butyl ester), C(=O)(O)[O-].[Na+] (NaHCO3), C(C)(=O)N1CCNCC1 (acetyl piperazine), [BH-](OC(=O)C)(OC(=O)C)OC(=O)C.[Na+] (NaBH(OAc)3). Solvent: ClC(C)Cl (dichloroethane). Reaction conditions: time 20 hour. The product is C(C)(C)(C)OC(N[C@@H](CN1CCN(CC1)C(C)=O)C)=O ((R)-[2-(4-acetylpiperazin-1-yl)-1-methyl-ethyl]-carbamic acid tert-butyl ester). The yield is 85.1%. Reaction SMILES: [C:1]([O:5][C:6](=[O:12])[NH:7][C@H:8]([CH3:11])[CH:9]=O)([CH3:4])([CH3:3])[CH3:2].[C:13]([N:16]1[CH2:21][CH2:20][NH:19][CH2:18][CH2:17]1)(=[O:15])[CH3:14].[BH-](OC(C)=O)(OC(C)=O)OC(C)=O.[Na+].C([O-])(O)=O.[Na+]>ClC(Cl)C>[C:1]([O:5][C:6](=[O:12])[NH:7][C@H:8]([CH3:11])[CH2:9][N:19]1[CH2:20][CH2:21][N:16]([C:13](=[O:15])[CH3:14])[CH2:17][CH2:18]1)([CH3:4])([CH3:3])[CH3:2] |f:2.3,4.5|. Procedure: (R)-(1-methyl-2-oxo-ethyl)-carbamic acid tert-butyl ester (1.85 g, 10.7 mmole) and acetyl piperazine (1.53 g, 12 mmole) were combined in dichloroethane (125 mL). NaBH(OAc)3 (4.53 g. 21 mmole) was added. The resultant reaction solution was stirred at room temperature for 20 h. An equal volume of saturated NaHCO3 was added. The aqueous phase was extracted 3 times with CH2Cl2. The combined organic extracts were washed with saturated NaCl, dried over Na2SO4 and concentrated under vacuum. Purificatio... The reactants are COc1cc(CNc2ccc(C(=O)NC3C4(C)CCC(C4)C3(C)C)cc2S(=O)(=O)N2CCOCC2)cc(OC)c1OC, O=C(O)C(F)(F)F. Product: CC12CCC(C1)C(C)(C)C2NC(=O)c1ccc(N)c(S(=O)(=O)N2CCOCC2)c1. RXN SMILES: [O:1]1[CH2:2][CH2:3][N:4]([S:7](=[O:8])(=[O:9])[c:10]2[cH:11][c:12]([C:13](=[O:14])[NH:15][CH:16]3[C:17]4([CH3:25])[CH2:18][CH2:19][CH:20]([C:21]3([CH3:22])[CH3:23])[CH2:24]4)[cH:26][cH:27][c:28]2[NH:29][CH2:30][c:31]2[cH:32][c:33]([O:34][CH3:35])[c:36]([O:37][CH3:38])[c:39]([O:40][CH3:41])[cH:42]2)[CH2:5][CH2:6]1.[OH:43][C:44]([C:45]([F:46])([F:47])[F:48])=[O:49]>>[O:1]1[CH2:2][CH2:3][N:4]([S:7](=[O:8])(=[O:9])[c:10]2[cH:11][c:12]([C:13](=[O:14])[NH:15][CH:16]3[C:17]4([CH3:25])[CH2:18][CH2:19][CH:20]([C:21]3([CH3:22])[CH3:23])[CH2:24]4)[cH:26][cH:27][c:28]2[NH2:29])[CH2:5][CH2:6]1. Starting materials: NC1=NC(=C2N=CN(C2=N1)CCC1COC(OC1)(C)C)Cl (2-amino-6-chloro-9-[2-(2,2-dimethyl-1,3-dioxan-5-yl)ethyl]purine), CC([O-])C.[Na+] (sodium isopropoxide), Cl (hydrochloric acid), O (water). The solvent is C(C)(C)O (isopropanol). Reaction conditions: time 25 minute. Product: NC1=NC(=C2N=CN(C2=N1)CCC(CO)CO)OC(C)C (2-amino-9-(4-hydroxy-3-hydroxymethylbut-1-yl)-6-isopropoxypurine). RXN SMILES: [NH2:1][C:2]1[N:10]=[C:9]2[C:5]([N:6]=[CH:7][N:8]2[CH2:11][CH2:12][CH:13]2[CH2:18][O:17]C(C)(C)[O:15][CH2:14]2)=[C:4](Cl)[N:3]=1.[CH3:22][CH:23]([CH3:25])[O-:24].[Na+].Cl.O>C(O)(C)C>[NH2:1][C:2]1[N:10]=[C:9]2[C:5]([N:6]=[CH:7][N:8]2[CH2:11][CH2:12][CH:13]([CH2:14][OH:15])[CH2:18][OH:17])=[C:4]([O:24][CH:23]([CH3:25])[CH3:22])[N:3]=1 |f:1.2|. Procedure details: A solution of 2-amino-6-chloro-9-[2-(2,2-dimethyl-1,3-dioxan-5-yl)ethyl]purine (0.25 g, 0.8 mmol) in isopropanol (2.5 ml) containing sodium isopropoxide (0.5M) was stirred at 60° for 25 minutes. After cooling, hydrochloric acid (5M, 0.3 ml) and water (0.7 ml) were added and the solution was stirred for 15 minutes at room temperature. The solution was neutralised by addition of aqueous.sodium bicarbonate and the solvent was removed. The residue was extracted with chloroform-ethanol (2:1) and the ... The reactants are ClC1=NC=C(C(=N1)NC1=CC(=CC=C1)O)F (2-chloro-5-fluoro-N4-(3-hydroxyphenyl)-4-pyrimidineamine), NC1=CC(=CC=C1)N (1,3-diaminobenzene). Yields the product NC=1C=C(C=CC1)NC1=NC=C(C(=N1)NC1=CC(=CC=C1)O)F (N2-(3-aminophenyl)-5-fluoro-N4-(3-hydroxyphenyl)-2,4-pyrimidinediamine). As a reaction SMILES: Cl[C:2]1[N:7]=[C:6]([NH:8][C:9]2[CH:14]=[CH:13][CH:12]=[C:11]([OH:15])[CH:10]=2)[C:5]([F:16])=[CH:4][N:3]=1.[NH2:17][C:18]1[CH:23]=[CH:22][CH:21]=[C:20]([NH2:24])[CH:19]=1>>[NH2:17][C:18]1[CH:19]=[C:20]([NH:24][C:2]2[N:7]=[C:6]([NH:8][C:9]3[CH:14]=[CH:13][CH:12]=[C:11]([OH:15])[CH:10]=3)[C:5]([F:16])=[CH:4][N:3]=2)[CH:21]=[CH:22][CH:23]=1. Procedure details: In like manner to the preparation of N4-(3-aminophenyl)-N2-[2-(methoxycarbonyl)-benzofurane-5-yl]-5-fluoro-2,4-pyrimidinediamine, 2-chloro-5-fluoro-N4-(3-hydroxyphenyl)-4-pyrimidineamine and 1,3-diaminobenzene were reacted to give N2-(3-aminophenyl)-5-fluoro-N4-(3-hydroxyphenyl)-2,4-pyrimidinediamine. LCMS: ret. time: 11.89 min.; purity: 97.6%; MS (m/e): 312.05 (MH+). Starting materials: N1(N=CC=C1)C1=CC=C(CC=2C(=C(C(=C(C(=O)OC)C2)C=O)F)C)C=C1 (methyl 5-(4-(1H-pyrazol-1-yl)benzyl)-3-fluoro-2-formyl-4-methylbenzoate), N[C@H]1COCC[C@@H]1O ((3S,4S)-3-aminotetrahydro-2H-pyran-4-ol), S(=O)(=O)([O-])[O-].[Mg+2] (magnesium sulfate). The solvent is C1CCOC1 (THF). Conditions: time 6 hour. Yields the product FC1=C2CN(C(C2=CC(=C1C)CC1=CC=C(C=C1)N1N=CC=C1)=O)[C@H]1COCC[C@@H]1O (1,5-anhydro-2,4-dideoxy-2-(4-fluoro-5-methyl-1-oxo-6-(4-(1H-pyrazol-1-yl)benzyl)-1,3-dihydro-2H-isoindol-2-yl)-L-threo-pentitol). Yield: 43.8%. As a reaction SMILES: [N:1]1([C:6]2[CH:26]=[CH:25][C:9]([CH2:10][C:11]3[C:12]([CH3:24])=[C:13]([F:23])[C:14]([CH:21]=O)=[C:15]([CH:20]=3)[C:16](OC)=[O:17])=[CH:8][CH:7]=2)[CH:5]=[CH:4][CH:3]=[N:2]1.[NH2:27][C@@H:28]1[C@@H:33]([OH:34])[CH2:32][CH2:31][O:30][CH2:29]1.S([O-])([O-])(=O)=O.[Mg+2]>C1COCC1>[F:23][C:13]1[C:12]([CH3:24])=[C:11]([CH2:10][C:9]2[CH:8]=[CH:7][C:6]([N:1]3[CH:5]=[CH:4][CH:3]=[N:2]3)=[CH:26][CH:25]=2)[CH:20]=[C:15]2[C:14]=1[CH2:21][N:27]([C@@H:28]1[C@@H:33]([OH:34])[CH2:32][CH2:31][O:30][CH2:29]1)[C:16]2=[O:17] |f:2.3|. Reported procedure: A mixture of methyl 5-(4-(1H-pyrazol-1-yl)benzyl)-3-fluoro-2-formyl-4-methylbenzoate (0.21 g), (3S,4S)-3-aminotetrahydro-2H-pyran-4-ol (0.07 g), anhydrous magnesium sulfate (0.14 g) and THF (4.00 mL) was stirred at room temperature for 6 hr under nitrogen atmosphere. The insoluble substance was removed by filtration, and the filtrate was concentrated. The residue was dissolved in a mixed solvent of methanol (4.00 mL)-THF (4.00 mL), sodium triacetoxyborohydride (0.25 g) was added thereto, and the... The reactants are N1=C(C=CC=C1)C1=NC=2C(=NC=CC2)N1CC(=O)O (2-(2-pyridinyl)-3-H-imidazo[4,5-b]pyridine-3-acetic acid), 1-1'-carbonyldiimidazole, CN (monomethylamine). Solvent: O1CCCC1 (tetrahydrofuran), O1CCCC1 (tetrahydrofuran). Reaction conditions: time 8 hour. Yields the product CNC(CN1C(=NC=2C1=NC=CC2)C2=NC=CC=C2)=O (N-Methyl-2-(2-pyridinyl)-3H-imidazo[4,5-b]pyridine-3-acetamide). Yield: 76.0%. RXN SMILES: [N:1]1[CH:6]=[CH:5][CH:4]=[CH:3][C:2]=1[C:7]1[N:15]([CH2:16][C:17]([OH:19])=O)[C:10]2=[N:11][CH:12]=[CH:13][CH:14]=[C:9]2[N:8]=1.[CH3:20][NH2:21]>O1CCCC1>[CH3:20][NH:21][C:17](=[O:19])[CH2:16][N:15]1[C:10]2=[N:11][CH:12]=[CH:13][CH:14]=[C:9]2[N:8]=[C:7]1[C:2]1[CH:3]=[CH:4][CH:5]=[CH:6][N:1]=1. Reported procedure: A solution of 2-(2-pyridinyl)-3-H-imidazo[4,5-b]pyridine-3-acetic acid (2.44 g, 0.0096 mole), 1-1'-carbonyldiimidazole (1.56 g, 0.0096 mole), and anhydrous tetrahydrofuran (100 ml) was stirred at room temperature with a stream of nitrogen bubbling through it for 5 hours. A solution of 1M monomethylamine in tetrahydrofuran (15 ml) was added and the reaction stoppered and stirred overnight. The tetrahydrofuran was evaporated in vacuo and the residue triturated in water (30 ml) and filtered. The fi... The reactants are C(C)(C)(C)C1=C(C=CC(=C1)C)O (2-tertiarybutyl-4-methylphenol), [Na] (sodium), C(=O)=O (carbon dioxide). Run in C=1(C(=CC=CC1)C)C (xylene), C=1(C(=CC=CC1)C)C (xylene). Yields the product C(C)(C)(C)C1=C(C(C(=O)O)=CC(=C1)C)O (3-tertiary butyl-5-methylsalicylic acid). RXN SMILES: [C:1]([C:5]1[CH:10]=[C:9]([CH3:11])[CH:8]=[CH:7][C:6]=1[OH:12])([CH3:4])([CH3:3])[CH3:2].[Na].[C:14](=[O:16])=[O:15]>C1(C)C(C)=CC=CC=1>[C:1]([C:5]1[CH:10]=[C:9]([CH3:11])[CH:8]=[C:7]([C:14]([OH:16])=[O:15])[C:6]=1[OH:12])([CH3:4])([CH3:3])[CH3:2] |^1:12|. Procedure: One hundred and sixty four grams of 2-tertiarybutyl-4-methylphenol is dissolved in 500 ml. of xylene. 23 g. of dried metal sodium is added therein and dissolved. The resulting product is a suspension of white powder in xylene. The product is placed in a porcelain ball mill having a capacity of 1000 ml., and milled for about 3 hours. The product is placed in an autoclave having a capacity of 1000 ml. and carbon dioxide gas pressure of 20kg/cm2 is blown therein at about 150°C. to effect a reaction... The reactants are C1CNCCN1, CN(C)C=O, COc1ccnc(Cl)c1. Yields the product COc1ccnc(N2CCNCC2)c1. RXN SMILES: [CH2:10]1[CH2:11][NH:12][CH2:13][CH2:14][NH:15]1.[CH3:16][N:17]([CH3:18])[CH:19]=[O:20].[Cl:1][c:2]1[n:3][cH:4][cH:5][c:6]([O:8][CH3:9])[cH:7]1>>[c:2]1([N:12]2[CH2:11][CH2:10][NH:15][CH2:14][CH2:13]2)[n:3][cH:4][cH:5][c:6]([O:8][CH3:9])[cH:7]1. Reactants: Cc1nc2ccccc2n1C1CC2CCC(C1)N2CCC1(c2ccccc2)CCNCC1, Cl, Cl, O=C(O)c1cccc2nn[nH]c12. The product is Cc1nc2ccccc2n1C1CC2CCC(C1)N2CCC1(c2ccccc2)CCN(C(=O)c2cccc3nn[nH]c23)CC1. RXN SMILES: [CH3:15][c:16]1[n:17][c:18]2[c:19]([n:20]1[CH:21]1[CH2:22][CH:23]3[CH2:24][CH2:25][CH:26]([CH2:27]1)[N:28]3[CH2:29][CH2:30][C:31]1([c:37]3[cH:38][cH:39][cH:40][cH:41][cH:42]3)[CH2:32][CH2:33][NH:34][CH2:35][CH2:36]1)[cH:43][cH:44][cH:45][cH:46]2.[ClH:13].[ClH:14].[nH:1]1[n:2][n:3][c:4]2[c:5]1[c:6]([C:10](=[O:11])[OH:12])[cH:7][cH:8][cH:9]2>>[nH:1]1[n:2][n:3][c:4]2[c:5]1[c:6]([C:10](=[O:12])[N:34]1[CH2:33][CH2:32][C:31]([CH2:30][CH2:29][N:28]3[CH:23]4[CH2:22][CH:21]([n:20]5[c:16]([CH3:15])[n:17][c:18]6[c:19]5[cH:43][cH:44][cH:45][cH:46]6)[CH2:27][CH:26]3[CH2:25][CH2:24]4)([c:37]3[cH:38][cH:39][cH:40][cH:41][cH:42]3)[CH2:36][CH2:35]1)[cH:7][cH:8][cH:9]2. Starting materials: CS(=O)(=O)NC1=CC2=C(NC(=NS2(=O)=O)CC(=O)O)C=C1 ((7-Methanesulfonylamino-1,1-dioxo-1,4-dihydro-1λ6-benzo[1,2,4]thiadiazin-3-yl)-acetic acid), Cl.CN(CCCN=C=NCC)C (1-(3-dimethylaminopropyl)-3-ethylcarbodiimide hydrochloride), CN1CCOCC1 (N-methylmorpholine), C(C)OC(=O)C1C(CCC1)NCC (2-Ethylamino-cyclopentanecarboxylic acid ethyl ester), Cl (hydrochloric acid). Run in CN(C=O)C (N,N-dimethylformamide). Reaction conditions: temperature 25 celsius, time 5 hour. Product: crude product, C(C)OC(=O)C1C(CCC1)N(C(CC1=NS(C2=C(N1)C=CC(=C2)NS(=O)(=O)C)(=O)=O)=O)CC (2-{ethyl-[2-(7-methanesulfonylamino-1,1-dioxo-1,4-dihydro-1λ6-benzo[1,2,4]thiadiazin-3-yl)-acetyl]-amino}-cyclopentanecarboxylic acid ethyl ester). As a reaction SMILES: [CH3:1][S:2]([NH:5][C:6]1[CH:21]=[CH:20][C:9]2[NH:10][C:11]([CH2:16][C:17]([OH:19])=O)=[N:12][S:13](=[O:15])(=[O:14])[C:8]=2[CH:7]=1)(=[O:4])=[O:3].[CH2:22]([O:24][C:25]([CH:27]1[CH2:31][CH2:30][CH2:29][CH:28]1[NH:32][CH2:33][CH3:34])=[O:26])[CH3:23].Cl.CN(C)CCCN=C=NCC.CN1CCOCC1.Cl>CN(C)C=O>[CH2:22]([O:24][C:25]([CH:27]1[CH2:31][CH2:30][CH2:29][CH:28]1[N:32]([CH2:33][CH3:34])[C:17](=[O:19])[CH2:16][C:11]1[NH:10][C:9]2[CH:20]=[CH:21][C:6]([NH:5][S:2]([CH3:1])(=[O:3])=[O:4])=[CH:7][C:8]=2[S:13](=[O:14])(=[O:15])[N:12]=1)=[O:26])[CH3:23] |f:2.3|. Reported procedure: (7-Methanesulfonylamino-1,1-dioxo-1,4-dihydro-1λ6-benzo[1,2,4]thiadiazin-3-yl)-acetic acid (prepared as described in Example 1j, 0.1665 g, 0.5 mmol) was dissolved in anhydrous N,N-dimethylformamide (3 mL). 2-Ethylamino-cyclopentanecarboxylic acid ethyl ester (0.0926 g, 0.5 mmol) was added followed by 1-(3-dimethylaminopropyl)-3-ethylcarbodiimide hydrochloride (0.1003 g, 0.525 mmol). Then N-methylmorpholine (115 μL, 1.05 mmol) was added. The mixture was stirred at 25° C. for 5 h. The solution was...